From a dataset of the Open Reaction Database (ORD), a public repository of structured organic reaction records. describe an organic reaction: reactants, conditions, products, and yield The reactants are C(C)(C)(C)OC(=O)N(C(=O)OC(C)(C)C)C1=NC=C(C(=C1)C)CBr (2-[N,N-bis(tert-butoxycarbonyl)amino]-5-bromomethyl-4-methyl-pyridin), C(C)(=O)OCC (Ethyl acetate), [H-].[Na+] (NaH), C(CC(=O)OCC)(=O)OCC (diethyl malonate). The solvent is CN(C)C=O (DMF), CN(C)C=O (DMF). Conditions: time 15 minute. The product is C(C)OC(C(C(=O)OCC)CC=1C=NC(=CC1C)N(C(=O)OC(C)(C)C)C(=O)OC(C)(C)C)=O (2-(6-[N,N-bis(tert-butoxycarbonyl)amino]-4-methyl-pyridin-3-ylmethyl)-malonic acid diethyl ester). Isolated yield 47.9%. RXN SMILES: [H-].[Na+].[C:3]([O:11][CH2:12][CH3:13])(=[O:10])[CH2:4][C:5]([O:7][CH2:8][CH3:9])=[O:6].[C:14]([O:18][C:19]([N:21]([C:29]1[CH:34]=[C:33]([CH3:35])[C:32]([CH2:36]Br)=[CH:31][N:30]=1)[C:22]([O:24][C:25]([CH3:28])([CH3:27])[CH3:26])=[O:23])=[O:20])([CH3:17])([CH3:16])[CH3:15].C(OCC)(=O)C>CN(C=O)C>[CH2:12]([O:11][C:3](=[O:10])[CH:4]([CH2:36][C:32]1[CH:31]=[N:30][C:29]([N:21]([C:22]([O:24][C:25]([CH3:28])([CH3:27])[CH3:26])=[O:23])[C:19]([O:18][C:14]([CH3:17])([CH3:16])[CH3:15])=[O:20])=[CH:34][C:33]=1[CH3:35])[C:5]([O:7][CH2:8][CH3:9])=[O:6])[CH3:13] |f:0.1|. Procedure: To a suspension of NaH (0.24 g, 6.0 mmol, 60%) in DMF (5 mL) was added diethyl malonate (0.91 mL, 6.0 mmol) and the mixture was stirred for 15 min. A solution 2-[N,N-bis(tert-butoxycarbonyl)amino]-5-bromomethyl-4-methyl-pyridin (2.0 g, 5.0 mmol) in DMF (5 mL) was added and the resulting solution stirred for 120 min at 60 ° C. Ethyl acetate was added and the mixture was washed with water and brine and dried. After evaporation of the solvent, the crude product was purified by flash chromatography ...